Dataset: the Open Reaction Database (ORD), a public repository of structured organic reaction records. Task: describe an organic reaction: reactants, conditions, products, and yield The product is FC=1C=CC(=C(C1)C(C)(C)O)OC (2-(5-fluoro-2-methoxyphenyl)propan-2-ol). The reactants are C(CCC)[Li] (n-butyl lithium), BrC1=C(C=CC(=C1)F)OC (2-bromo-4-fluoro anisole), CC(=O)C (acetone). RXN SMILES: Br[C:2]1[CH:7]=[C:6]([F:8])[CH:5]=[CH:4][C:3]=1[O:9][CH3:10].C([Li])CCC.[CH3:16][C:17]([CH3:19])=[O:18]>C1COCC1>[F:8][C:6]1[CH:5]=[CH:4][C:3]([O:9][CH3:10])=[C:2]([C:17]([OH:18])([CH3:19])[CH3:16])[CH:7]=1. The yield is 85.0%. Procedure: To a stirred solution of 2-bromo-4-fluoro anisole (4.1 g, 20 mmol) in anhydrous THF (40 mL) cooled to −78° C. and maintained under an atmosphere of argon was added n-butyl lithium (8.8 mL of 2.5 M solution in hexanes, 22 mmol). After stirring at −78° C. for 45 minutes, the reaction mixture was treated with anhydrous acetone (5 mL). After 15 minutes, the reaction mixture was quenched with a saturated solution of ammonium chloride and extracted with three 50 mL portions of methylene chloride. Comb... Conditions: temperature -78 celsius, time 45 minute. The solvent is C1CCOC1 (THF). The reactants are C(C)OC(=O)C=1OC2=C(C1C1CC1)C(=CC=C2)OCCCBr (4-(3-bromo-propoxy)-3-cyclopropyl-benzofuran-2-carboxylic acid ethyl ester), NCC=1C=NC=CC1 (3-aminomethylpyridine). The solvent is C(C)(=O)OCC (ethyl acetate), C(C)O (ethanol). Reaction conditions: temperature 70 celsius. Yields the product C(C)OC(=O)C=1OC2=C(C1C1CC1)C(=CC=C2)OCCCNCC=2C=NC=CC2 (3-cyclopropyl-4-{3-[(pyridin-3-ylmethyl)-amino]-propoxy}-benzofuran-2-carboxylic acid ethyl ester). As a reaction SMILES: [CH2:1]([O:3][C:4]([C:6]1[O:7][C:8]2[CH:17]=[CH:16][CH:15]=[C:14]([O:18][CH2:19][CH2:20][CH2:21]Br)[C:9]=2[C:10]=1[CH:11]1[CH2:13][CH2:12]1)=[O:5])[CH3:2].[NH2:23][CH2:24][C:25]1[CH:26]=[N:27][CH:28]=[CH:29][CH:30]=1>C(O)C.C(OCC)(=O)C>[CH2:1]([O:3][C:4]([C:6]1[O:7][C:8]2[CH:17]=[CH:16][CH:15]=[C:14]([O:18][CH2:19][CH2:20][CH2:21][NH:23][CH2:24][C:25]3[CH:26]=[N:27][CH:28]=[CH:29][CH:30]=3)[C:9]=2[C:10]=1[CH:11]1[CH2:13][CH2:12]1)=[O:5])[CH3:2]. Reported procedure: To a solution of 4-(3-bromo-propoxy)-3-cyclopropyl-benzofuran-2-carboxylic acid ethyl ester (92 mg) in ethanol (4 ml) was added 3-aminomethylpyridine (500 μl) and heated at 70° C. overnight. The mixture was diluted with ethyl acetate (10 ml) and washed with saturated aqueous ammonium chloride solution (5 ml) and water (5 ml), then dried over anhydrous sodium sulfate, concentrated in vacuo to dryness. The residue was purified by silica gel column chromatography developed by dichloromethane-methan... The reactants are C(C)(C)O.O.[NH4+].[OH-] (isopropanol water NH4OH), imino-sugar, imino sugar, C1=CC=C2C(=C1)C(=O)C(C2=O)(O)O (ninhydrin spray). Run at time 72 hour. The product is C1[C@@H]([C@H]([C@@H](CN1)O)O)CO (Isofagomine). Reaction SMILES: C(O)(C)C.[OH2:5].[NH4+:6].[OH-].C1C=[C:12]2[C:14]([C:16]([OH:20])(O)[C:17](=[O:18])[C:11]2=[CH:10]C=1)=O>>[CH2:10]1[NH:6][CH2:14][C@@H:16]([OH:20])[C@H:17]([OH:18])[C@H:11]1[CH2:12][OH:5] |f:0.1.2.3|. Reported procedure: TLC was performed on the different fractions (silica gel, isopropanol:water:NH4OH (7:2:1) and detection was via imino sugar and ninhydrin spray. Fractions testing positive with the imino-sugar sprays were analyzed to determine purity, then combined and lyophilized for 72 hours. Reactants: C1(=C(C(=C(C(=C1F)F)F)N)F)N.Cl.Cl (dihydrochloride), COC1=C(C=CC(=C1)[N+](=O)[O-])NCCC1=NC=CC=C1 (N-(2-methoxy-4-nitrophenyl)-N-(2-pyrid-2-ylethyl)amine). Reagents/catalysts: [Zn].[Cl-].[NH4+].O.C(C)O (zinc ammonium chloride water ethanol). Yields the product Cl.Cl.NC1=CC(=C(C=C1)NCCC1=NC=CC=C1)OC (N-(4-amino-2-methoxyphenyl)-N-(2-pyrid-2-yl-ethyl)amine dihydrochloride). RXN SMILES: [CH3:1][O:2][C:3]1[CH:8]=[C:7]([N+:9]([O-])=O)[CH:6]=[CH:5][C:4]=1[NH:12][CH2:13][CH2:14][C:15]1[CH:20]=[CH:19][CH:18]=[CH:17][N:16]=1.C1(N)C(F)=C(F)C(F)=C(N)C=1F.[ClH:33].Cl>[Zn].[Cl-].[NH4+].O.C(O)C>[ClH:33].[ClH:33].[NH2:9][C:7]1[CH:6]=[CH:5][C:4]([NH:12][CH2:13][CH2:14][C:15]2[CH:20]=[CH:19][CH:18]=[CH:17][N:16]=2)=[C:3]([O:2][CH3:1])[CH:8]=1 |f:1.2.3,4.5.6.7.8,9.10.11|. Procedure: The N-(2-methoxy-4-nitrophenyl)-N-(2-pyrid-2-ylethyl)amine (9) obtained above was reduced with a boiling zinc/ammonium chloride/water/ethanol mixture. The corresponding amine was isolated in dihydrochloride form. Starting materials: CC(Cl)Cl, O, NCCc1cccs1. Yields the product Cl, c1cc2c(s1)CCNC2. As a reaction SMILES: [Cl:9][CH:10]([Cl:11])[CH3:12].[OH2:13].[s:1]1[c:2]([CH2:6][CH2:7][NH2:8])[cH:3][cH:4][cH:5]1>>[ClH:9].[s:1]1[c:2]2[c:3]([cH:4][cH:5]1)[CH2:10][NH:8][CH2:7][CH2:6]2. The solvent is C1(=CC=CC=C1)C (toluene). The reactants are FC1=C(C(=O)N=C=O)C(=CC=C1)F (2,6-Difluorobenzoyl isocyanate), ClC=1C=C(C=C(C1OC(C(F)Cl)(F)F)Cl)N (3,5-dichloro-4-(2-chloro-1,1,2-trifluoroethoxy)benzenamine). Yield: 57.9%. Reaction conditions: time 1 hour. Yields the product ClC=1C=C(C=C(C1OC(C(F)Cl)(F)F)Cl)NC(=O)NC(C1=C(C=CC=C1F)F)=O (N-(((3,5-Dichloro-4-(2-chloro-1,1,2-trifluoroethoxy)phenyl)amino)carbonyl)-2,6-difluorobenzamide). Reported procedure: 2,6-Difluorobenzoyl isocyanate (5.5 g, 0.03 mole) was added to a solution of 3,5-dichloro-4-(2-chloro-1,1,2-trifluoroethoxy)benzenamine (8.8 g, 0.03 mole) in 150 ml toluene and heated under reflux with stirring for one hour giving a clear solution. Toluene was removed by evaporation in a rotary evaporator. The residue was recrystallized from aqueous acetic acid and then from acetonitrile giving a white solid (8.3 g, 58 percent yield), melting at 178°-180° C. RXN SMILES: [F:1][C:2]1[CH:12]=[CH:11][CH:10]=[C:9]([F:13])[C:3]=1[C:4]([N:6]=[C:7]=[O:8])=[O:5].[Cl:14][C:15]1[CH:16]=[C:17]([NH2:29])[CH:18]=[C:19]([Cl:28])[C:20]=1[O:21][C:22]([F:27])([F:26])[CH:23]([Cl:25])[F:24]>C1(C)C=CC=CC=1>[Cl:14][C:15]1[CH:16]=[C:17]([NH:29][C:7]([NH:6][C:4](=[O:5])[C:3]2[C:2]([F:1])=[CH:12][CH:11]=[CH:10][C:9]=2[F:13])=[O:8])[CH:18]=[C:19]([Cl:28])[C:20]=1[O:21][C:22]([F:27])([F:26])[CH:23]([Cl:25])[F:24]. Starting materials: C1COC(C2=CC=C(C=C2)C(=O)N2CCC(CC2)=O)(O)O1 (4-(4-oxopiperidinocarbonyl)benzoic acid ethylene ketal), C(=O)(N1C=NC=C1)N1C=NC=C1 (1,1'-carbonyldiimidazole), Cl (HCl), NC1=C(C=CC=C1)O (2-Aminophenol). Solvent: CN(C)C=O (DMF). Reaction conditions: time 30 minute. Product: C1COC(C2=CC=C(C=C2)C(=O)N2CCC(CC2)=O)(NC2=C(C=CC=C2)O)O1 (N-(2-Hydroxyphenyl)-4-(4-oxopiperidinocarbonyl)benzamide ethylene ketal). Reaction SMILES: [CH2:1]1[O:21][C:4](O)([C:5]2[CH:10]=[CH:9][C:8]([C:11]([N:13]3[CH2:18][CH2:17][C:16](=[O:19])[CH2:15][CH2:14]3)=[O:12])=[CH:7][CH:6]=2)[O:3][CH2:2]1.C(N1C=CN=C1)(N1C=CN=C1)=O.[NH2:34][C:35]1[CH:40]=[CH:39][CH:38]=[CH:37][C:36]=1[OH:41].Cl>CN(C=O)C>[CH2:1]1[O:21][C:4]([NH:34][C:35]2[CH:40]=[CH:39][CH:38]=[CH:37][C:36]=2[OH:41])([C:5]2[CH:6]=[CH:7][C:8]([C:11]([N:13]3[CH2:18][CH2:17][C:16](=[O:19])[CH2:15][CH2:14]3)=[O:12])=[CH:9][CH:10]=2)[O:3][CH2:2]1. Procedure: A solution of 4-(4-oxopiperidinocarbonyl)benzoic acid ethylene ketal (291 mg, 1 mmol) in DMF (3 ml) was treated with 1,1'-carbonyldiimidazole (162 mg, 1 mmol) and stirred for 30 min. 2-Aminophenol (109 mg, 1 mmol) was added and stirring continued for 22 h. The mixture was acidified with dilute HCl, extracted with ethyl acetate, washed with brine, dried over sodium sulphate and concentrated under vacuum. The residue was purified by flash column chromatography on silica, eluting with ethyl acetate...